describe an organic reaction: reactants, conditions, products, and yield From a dataset of the Open Reaction Database (ORD), a public repository of structured organic reaction records. Starting materials: ClC1=CC=C(CN2C(=C(C3=CC(=CC=C23)OCC2=NC3=CC=CC=C3C=C2)C(C)(C)C)CC(C(=O)OC)(C)C)C=C1 (Methyl 3-[N-(4-chlorobenzyl)-3-(1,1-dimethylethyl)-5-(quinolin-2-ylmethoxy)-indol-2-yl]-2,2-dimethylpropanoate), ClC1=CC=C(CN2C(=C(C3=CC(=CC=C23)OCC2=NC3=CC=CC=C3C=C2)SC(C)(C)C)CC(C(=O)O)(C)C)C=C1 (3-[N-(p-Chlorobenzyl)-3-(t-butylthio)-5-(quinolin-2-ylmethoxy)indol-2-yl]-2, 2-dimethylpropanoic acid). Product: ClC1=CC=C(CN2C(=C(C3=CC(=CC=C23)OCC2=NC3=CC=CC=C3C=C2)C(C)(C)C)CC(C(=O)O)(C)C)C=C1 (3-[N-(4-chlorobenzyl)-3-(1,1-dimethyl-ethyl)-5-(quinolin-2-ylmethoxy)indol-2-yl]-2,2-dimethylpropanoic acid). RXN SMILES: [Cl:1][C:2]1[CH:41]=[CH:40][C:5]([CH2:6][N:7]2[C:15]3[C:10](=[CH:11][C:12]([O:16][CH2:17][C:18]4[CH:27]=[CH:26][C:25]5[C:20](=[CH:21][CH:22]=[CH:23][CH:24]=5)[N:19]=4)=[CH:13][CH:14]=3)[C:9]([C:28]([CH3:31])([CH3:30])[CH3:29])=[C:8]2[CH2:32][C:33]([CH3:39])([CH3:38])[C:34]([O:36]C)=[O:35])=[CH:4][CH:3]=1.ClC1C=CC(CN2C3C(=CC(OCC4C=CC5C(=CC=CC=5)N=4)=CC=3)C(SC(C)(C)C)=C2CC(C)(C)C(O)=O)=CC=1>>[Cl:1][C:2]1[CH:3]=[CH:4][C:5]([CH2:6][N:7]2[C:15]3[C:10](=[CH:11][C:12]([O:16][CH2:17][C:18]4[CH:27]=[CH:26][C:25]5[C:20](=[CH:21][CH:22]=[CH:23][CH:24]=5)[N:19]=4)=[CH:13][CH:14]=3)[C:9]([C:28]([CH3:31])([CH3:29])[CH3:30])=[C:8]2[CH2:32][C:33]([CH3:39])([CH3:38])[C:34]([OH:36])=[O:35])=[CH:40][CH:41]=1. Reported procedure: The title compound was prepared according to the conditions described in Step B of Example 1, but substituting the ester from Step B for the ester of Example 1. The title compound was recrystallized from EtOAc-EtOH; m.p. 201°-202° C. The reactants are C1CCOC1, C=C1CCn2nc(Nc3ccc(-n4cnc(Cl)c4)c(OC)c3)nc2C(c2ccc(F)cc2)C1, O=C(O)C(F)(F)F, [O-][I+3]([O-])([O-])[O-], [Na+], O. Product: O=C(O)C(F)(F)F, COc1cc(Nc2nc3n(n2)CCC(=O)CC3c2ccc(F)cc2)ccc1-n1cnc(Cl)c1. Reaction SMILES: [CH2:48]1[O:49][CH2:50][CH2:51][CH2:52]1.[Cl:14][c:15]1[n:16][cH:17][n:18](-[c:20]2[c:21]([O:45][CH3:46])[cH:22][c:23]([NH:26][c:27]3[n:28][n:29]4[c:30]([n:44]3)[CH:31]([c:37]3[cH:38][cH:39][c:40]([F:43])[cH:41][cH:42]3)[CH2:32][C:33](=[CH2:36])[CH2:34][CH2:35]4)[cH:24][cH:25]2)[cH:19]1.[F:7][C:8]([C:9](=[O:10])[OH:11])([F:12])[F:13].[I+3:1]([O-:2])([O-:3])([O-:4])[O-:5].[Na+:6].[OH2:47]>>[F:7][C:8]([C:9](=[O:10])[OH:11])([F:12])[F:13].[O:2]=[C:33]1[CH2:32][CH:31]([c:37]2[cH:38][cH:39][c:40]([F:43])[cH:41][cH:42]2)[c:30]2[n:29]([n:28][c:27]([NH:26][c:23]3[cH:22][c:21]([O:45][CH3:46])[c:20](-[n:18]4[cH:17][n:16][c:15]([Cl:14])[cH:19]4)[cH:25][cH:24]3)[n:44]2)[CH2:35][CH2:34]1. The reactants are [Al+3], O=C(Cl)Cc1cccc(Br)c1, COC(=O)c1cc(C)[nH]c1C, [Cl-], [Cl-], [Cl-], ClCCl, Cl. Product: COC(=O)c1c(C)[nH]c(C)c1C(=O)Cc1cccc(Br)c1. Reaction SMILES: [Al+3:15].[Br:16][c:17]1[cH:18][c:19]([CH2:23][C:24](=[O:25])[Cl:26])[cH:20][cH:21][cH:22]1.[CH3:1][c:2]1[nH:3][c:4]([CH3:11])[cH:5][c:6]1[C:7](=[O:8])[O:9][CH3:10].[Cl-:12].[Cl-:13].[Cl-:14].[Cl:28][CH2:29][Cl:30].[ClH:27]>>[CH3:1][c:2]1[nH:3][c:4]([CH3:11])[c:5]([C:24]([CH2:23][c:19]2[cH:18][c:17]([Br:16])[cH:22][cH:21][cH:20]2)=[O:25])[c:6]1[C:7](=[O:8])[O:9][CH3:10]. Reactants: crude product, S(=O)(=O)(OC)OC (dimethyl sulfate), C(CCC)S(=O)(=O)O (1-butanesulfonic acid), N1=CC=CC=C1 (pyridine), C(CCC)S(=O)(=O)[O-].[NH+]1=CC=CC=C1 (pyridinium 1-butanesulfonate salt). The solvent is C1CCCCC1 (cyclohexane), C(Cl)Cl (methylene chloride). Product: C(CCC)S(=O)(=O)OC (methyl 1-butanesulfonate). As a reaction SMILES: [CH2:1]([S:5]([OH:8])(=[O:7])=[O:6])[CH2:2][CH2:3][CH3:4].N1C=CC=C[CH:10]=1.C(S([O-])(=O)=O)CCC.[NH+]1C=CC=CC=1.S(OC)(OC)(=O)=O>C(Cl)Cl.C1CCCCC1>[CH2:1]([S:5]([O:8][CH3:10])(=[O:7])=[O:6])[CH2:2][CH2:3][CH3:4] |f:2.3|. Procedure: After 1-butanesulfonic acid (10 g, 0.072 mol) was dissolved in methylene chloride (50 mL), pyridine (11 g, 0.14 mol) was added dropwise thereto, and the mixture was reacted at room temperature for 2 hours. After completion of the reaction, the solvent was evaporated under the reduced pressure to dryness to obtain a crude product containing pyridinium 1-butanesulfonate salt. To a suspension of this crude product (5 g, 0.023 mol) in cyclohexane (50 mL), dimethyl sulfate (15 g, 0.12 mol) was added,... As a reaction SMILES: [CH3:1][N:2]1[CH2:7][CH2:6][N:5]([C:8]([C:10]2[CH:18]=[CH:17][C:13](C(O)=O)=[CH:12][CH:11]=2)=[O:9])[CH2:4][CH2:3]1.CN1CC[N:23]([C:26](C2C=CC(C(N=[N+]=[N-])=O)=CC=2)=[O:27])CC1.[NH2:39][C:40]1[CH:45]=[CH:44][C:43]([C:46]2[N:51]=[C:50]([N:52]3[CH2:57][CH2:56][O:55][CH2:54][CH2:53]3)[C:49]3=[CH:58][C:59]([CH2:61][N:62]([CH3:64])[CH3:63])=[CH:60][N:48]3[N:47]=2)=[CH:42][CH:41]=1>>[CH3:63][N:62]([CH2:61][C:59]1[CH:58]=[C:49]2[N:48]([CH:60]=1)[N:47]=[C:46]([C:43]1[CH:44]=[CH:45][C:40]([NH:39][C:26]([NH:23][C:13]3[CH:12]=[CH:11][C:10]([C:8]([N:5]4[CH2:4][CH2:3][N:2]([CH3:1])[CH2:7][CH2:6]4)=[O:9])=[CH:18][CH:17]=3)=[O:27])=[CH:41][CH:42]=1)[N:51]=[C:50]2[N:52]1[CH2:53][CH2:54][O:55][CH2:56][CH2:57]1)[CH3:64]. Product: CN(C)CC=1C=C2C(=NC(=NN2C1)C1=CC=C(C=C1)NC(=O)NC1=CC=C(C=C1)C(=O)N1CCN(CC1)C)N1CCOCC1 (1-(4-(6-((dimethylamino)methyl)-4-morpholinopyrrolo[2,1-f][1,2,4]triazin-2-yl)phenyl)-3-(4-(4-methylpiperazine-1-carbonyl)phenyl)urea). Reactants: CN1CCN(CC1)C(=O)C1=CC=C(C(=O)O)C=C1 (4-(4-methylpiperazine-1-carbonyl)benzoic acid), CN1CCN(CC1)C(=O)C1=CC=C(C(=O)N=[N+]=[N-])C=C1 (4-(4-methylpiperazine-1-carbonyl)benzoyl azide), NC1=CC=C(C=C1)C1=NN2C(C(=N1)N1CCOCC1)=CC(=C2)CN(C)C (2-(p-aminophenyl)-6-(dimethylaminomethyl)-4-morpholinopyrrolo[2,1-f][1,2,4]triazine). Reported procedure: According to the general methods described in example 13, 4-(4-methylpiperazine-1-carbonyl)benzoic acid was used as starting material, and the resulting 4-(4-methylpiperazine-1-carbonyl)benzoyl azide reacted with 13a to give a white solid (9 mg, 15.1%). 1H NMR (300 MHz, DMSO-d6): δ 9.63 (br, s, 2H), 8.16 (d, J=8.9 Hz, 2H), 7.92 (s, 1H), 7.57 (d, J=8.9 Hz, 2H), 7.53 (d, J=8.5 Hz, 2H), 7.34 (d, J=8.5 Hz, 2H), 7.13 (s, 1H), 4.07 (br, s, 6H), 3.80 (br, s, 4H), 3.51 (br, s, 4H), 3.06 (br s, 2H), 2.55... The yield is 15.1%.